From a dataset of the Open Reaction Database (ORD), a public repository of structured organic reaction records. describe an organic reaction: reactants, conditions, products, and yield Reactants: [Al+3], CCOCC, O=C(c1ccc(F)cc1)c1cccs1, [H-], [H-], [H-], [H-], [Li+]. Product: OC(c1ccc(F)cc1)c1cccs1. As a reaction SMILES: [Al+3:16].[CH3:21][CH2:22][O:23][CH2:24][CH3:25].[F:1][c:2]1[cH:3][cH:4][c:5]([C:6](=[O:7])[c:8]2[s:9][cH:10][cH:11][cH:12]2)[cH:13][cH:14]1.[H-:15].[H-:18].[H-:19].[H-:20].[Li+:17]>>[F:1][c:2]1[cH:3][cH:4][c:5]([CH:6]([OH:7])[c:8]2[s:9][cH:10][cH:11][cH:12]2)[cH:13][cH:14]1. The reactants are CC(=O)[O-], CC(=O)[O-], COCCOC, COc1ccc(OB(O)O)cc1OC, COC(=O)c1cccc(Cl)n1, [Na+], [Na+], O=C([O-])[O-], O, [Pd+2], c1ccc(P(c2ccccc2)c2ccccc2)cc1. The product is COC(=O)c1cccc(-c2ccc(OC)c(OC)c2)n1. RXN SMILES: [C:51]([O-:52])(=[O:53])[CH3:54].[C:56]([O-:57])(=[O:58])[CH3:59].[CH2:61]([CH2:62][O:63][CH3:64])[O:65][CH3:66].[CH3:12][O:13][c:14]1[cH:15][c:16]([O:22][B:23]([OH:24])[OH:25])[cH:17][cH:18][c:19]1[O:20][CH3:21].[Cl:1][c:2]1[cH:3][cH:4][cH:5][c:6]([C:8](=[O:9])[O:10][CH3:11])[n:7]1.[Na+:45].[Na+:46].[O-:47][C:48](=[O:49])[O-:50].[OH2:60].[Pd+2:55].[c:26]1([P:27]([c:28]2[cH:29][cH:30][cH:31][cH:32][cH:33]2)[c:34]2[cH:35][cH:36][cH:37][cH:38][cH:39]2)[cH:40][cH:41][cH:42][cH:43][cH:44]1>>[c:2]1(-[c:16]2[cH:15][c:14]([O:13][CH3:12])[c:19]([O:20][CH3:21])[cH:18][cH:17]2)[cH:3][cH:4][cH:5][c:6]([C:8](=[O:9])[O:10][CH3:11])[n:7]1. The reactants are Cl.ClC1=C(SC2=C(N(C1=O)CCN(C)C)C=CC=C2)C2=CC=CC=C2 (3-Chloro- 5-[2-(dimethylamino)ethyl]-2-phenyl-1,5-benzothiazepin-4(5H)-one, hydrochloride), OO (hydrogen peroxide). Reaction SMILES: Cl.[Cl:2][C:3]1[C:9](=[O:10])[N:8]([CH2:11][CH2:12][N:13]([CH3:15])[CH3:14])[C:7]2[CH:16]=[CH:17][CH:18]=[CH:19][C:6]=2[S:5][C:4]=1[C:20]1[CH:25]=[CH:24][CH:23]=[CH:22][CH:21]=1.[OH:26]O>C(O)(=O)C>[ClH:2].[Cl:2][C:3]1[C:9](=[O:10])[N:8]([CH2:11][CH2:12][N:13]([CH3:15])[CH3:14])[C:7]2[CH:16]=[CH:17][CH:18]=[CH:19][C:6]=2[S:5](=[O:26])[C:4]=1[C:20]1[CH:25]=[CH:24][CH:23]=[CH:22][CH:21]=1 |f:0.1,4.5|. Run in C(C)(=O)O (acetic acid). Reaction conditions: time 16 hour. Procedure: 3-Chloro-5-[2-(dimethylamino)ethyl]-2-phenyl-1,5-benzothiazepin-4(5H)-one, hydrochloride (prepared as described in Example 1) is treated with one equivalent of hydrogen peroxide in dilute acetic acid, and allowed to stand for about 16 hours. Solvent removal yields the title compound. Product: Cl.ClC1=C(S(C2=C(N(C1=O)CCN(C)C)C=CC=C2)=O)C2=CC=CC=C2 (3-Chloro-5-[2-(dimethylamino)ethyl]-2-phenyl-1,5-benzothiazepin-4(5H)-one- 1-oxide, hydrochloride). The reactants are CCO, O=Cc1ccc(C=O)cc1, [H][H], O. Product: O=Cc1ccc(CO)cc1. RXN SMILES: [CH3:14][CH2:15][OH:16].[CH:1]([c:2]1[cH:3][cH:4][c:5]([CH:6]=[O:7])[cH:8][cH:9]1)=[O:10].[H:11][H:12].[OH2:13]>>[CH2:1]([c:2]1[cH:3][cH:4][c:5]([CH:6]=[O:7])[cH:8][cH:9]1)[OH:10]. Reactants: C(=O)(O)CC1=C(C=C(C=C1)OC)O (2-carboxymethyl-5-methoxyphenol), [N+](=O)([O-])C1=C(C=CC=C1)F (2-nitrofluorobenzene), C(=O)([O-])[O-].[K+].[K+] (K2CO3). The solvent is CN(C)C=O (DMF), O (water). Yields the product C(=O)(O)CC1=C(C=C(C=C1)OC)OC1=CC(=CC=C1)[N+](=O)[O-] (2-Carboxymethyl-5-methoxy-phenyl-oxy-(3-nitrobenzene)). RXN SMILES: [C:1]([CH2:4][C:5]1[CH:10]=[CH:9][C:8]([O:11][CH3:12])=[CH:7][C:6]=1[OH:13])([OH:3])=[O:2].[N+:14]([C:17]1[CH:22]=[CH:21][CH:20]=[CH:19][C:18]=1F)([O-:16])=[O:15].C([O-])([O-])=O.[K+].[K+]>CN(C=O)C.O>[C:1]([CH2:4][C:5]1[CH:10]=[CH:9][C:8]([O:11][CH3:12])=[CH:7][C:6]=1[O:13][C:19]1[CH:20]=[CH:21][CH:22]=[C:17]([N+:14]([O-:16])=[O:15])[CH:18]=1)([OH:3])=[O:2] |f:2.3.4|. Procedure: A solution of 2-carboxymethyl-5-methoxyphenol (34.1 g, 0.187 mol), 2-nitrofluorobenzene (19.7 mL, 0.187 mol), and K2CO3 (65 g, 0.467 mol) in DMF (200 mL) was heated to 110° C. for 18 h. The solution was diluted with water (200 mL) and extracted with ethyl acetate. The ethyl acetate layer was concentrated to give the crude title compound which was used as is for the next step (57 g). Starting materials: O=C1NC(=O)c2ccccc21, ClCc1ccc(Cl)nc1, ClCCl, [K]. The product is O=C1c2ccccc2C(=O)N1Cc1ccc(Cl)nc1. As a reaction SMILES: [C:10]1(=[O:20])[c:11]2[c:12]([cH:16][cH:17][cH:18][cH:19]2)[C:13](=[O:15])[NH:14]1.[Cl:1][c:2]1[n:3][cH:4][c:5]([CH2:8][Cl:9])[cH:6][cH:7]1.[Cl:22][CH2:23][Cl:24].[K:21]>>[Cl:1][c:2]1[n:3][cH:4][c:5]([CH2:8][N:14]2[C:10](=[O:20])[c:11]3[c:12]([cH:16][cH:17][cH:18][cH:19]3)[C:13]2=[O:15])[cH:6][cH:7]1.